From a dataset of the Open Reaction Database (ORD), a public repository of structured organic reaction records. describe an organic reaction: reactants, conditions, products, and yield The reactants are Cl (hydrochloric acid), aqueous solution, [OH-].[Na+] (sodium hydroxide), Cl.NCC(C(=O)O)SC(=S)CC1=CC=CC=C1 (3-amino-2-(benzylthiocarbonylthio)propionic acid hydrochloride). Solvent: C(C)O (ethanol). Reaction conditions: time 30 minute. The product is O=C1SC(CN1)C(=O)O (2-Oxothiazolidine-5-carboxylic acid). As a reaction SMILES: [OH-:1].[Na+].Cl.[NH2:4][CH2:5][CH:6]([S:10][C:11](CC1C=CC=CC=1)=S)[C:7]([OH:9])=[O:8].Cl>C(O)C>[O:1]=[C:11]1[NH:4][CH2:5][CH:6]([C:7]([OH:9])=[O:8])[S:10]1 |f:0.1,2.3|. Procedure: 12.0 ml of a 1 N aqueous solution of sodium hydroxide were added to a suspension of 1.2 g of 3-amino-2-(benzylthiocarbonylthio)propionic acid hydrochloride in 35 ml of ethanol, and the resulting mixture was stirred at room temperature for 30 minutes, after which 12.0 ml of 1 N aqueous hydrochloric acid were added, whilst ice-cooling. The solvent was then removed by distillation under reduced pressure, the resulting residue was dissolved in diethyl ether and the solution was dried over anhydrous ... Reactants: [Cl-].[NH4+] (ammonium chloride), ClCCC(=O)Cl (3-chloropropionyl chloride), O1C=NC=C1 (oxazole), C(CCC)[Li] (n-butyllithium), cuprous iodide. Reagents/catalysts: [Cl-].[Zn+2].[Cl-] (Zinc chloride). Solvent: C(C)(=O)OCC (ethyl acetate), O1CCCC1 (tetrahydrofuran). Run at temperature 0 celsius, time 20 minute. The product is ClCCC(=O)C=1OC=CN1 (3-Chloro-1-(2-oxazolyl)-1-propanone). Yield: 228.6%. As a reaction SMILES: [O:1]1[CH:5]=[CH:4][N:3]=[CH:2]1.C([Li])CCC.[Cl:11][CH2:12][CH2:13][C:14](Cl)=[O:15].[Cl-].[NH4+]>O1CCCC1.[Cl-].[Zn+2].[Cl-].C(OCC)(=O)C>[Cl:11][CH2:12][CH2:13][C:14]([C:2]1[O:1][CH:5]=[CH:4][N:3]=1)=[O:15] |f:3.4,6.7.8|. Procedure details: To a solution of oxazole (2.93 g, 42.5 mmol) in tetrahydrofuran (150 ml) at −70° C. under a nitrogen atmosphere was added n-butyllithium (2.5 M solution in hexanes, 17 ml) dropwise and the solution stirred for 20 minutes. Zinc chloride (1 M solution in diethyl ether, 84.9 ml) was added and the solution warmed to 0° C. over 45 minutes. Solid cuprous iodide (8.09 g, 42.5 mmol) was added and after 10 minutes, 3-chloropropionyl chloride (8.38 ml, 87.8 mmol) was added. After 1 h, ethyl acetate and aq... Reported procedure: To the solution in which 2-ethynylquinoline (50 mg, 0.33 mmol) was dissolved in triethylamine (0.4 mL), PdCl2(PPh3)2 (12 mg, 0.02 mmol), CuI (6 mg, 0.03 mmol), and 2-bromo-3-trifluoromethylpyridine (110 mg, 0.5 mmol) were added, followed by stirring at 85° C. for 3 hr. The completion of the reaction was confirmed by TLC (EtOAc/Hexane=1:1). The reactant was cooled down to room temperature and filtered through Celite. The thus obtained filtrate was extracted with EtOAc (3×10 mL), to thereby obtain... Starting materials: BrC1=NC=CC=C1C(F)(F)F (2-bromo-3-trifluoromethylpyridine), C(#C)C1=NC2=CC=CC=C2C=C1 (2-ethynylquinoline), CCOC(=O)C.CCCCCC (EtOAc Hexane). The solvent is C(C)N(CC)CC (triethylamine). Product: FC(C=1C(=NC=CC1)C#CC1=NC2=CC=CC=C2C=C1)(F)F (2-((3-(Trifluoromethyl)pyridine-2-yl)ethynyl)quinoline). Conditions: temperature 85 celsius, time 3 hour. Reagents/catalysts: Cl[Pd]([P](C1=CC=CC=C1)(C2=CC=CC=C2)C3=CC=CC=C3)([P](C4=CC=CC=C4)(C5=CC=CC=C5)C6=CC=CC=C6)Cl (PdCl2(PPh3)2), [Cu]I (CuI). Reaction SMILES: [C:1]([C:3]1[CH:12]=[CH:11][C:10]2[C:5](=[CH:6][CH:7]=[CH:8][CH:9]=2)[N:4]=1)#[CH:2].Br[C:14]1[C:19]([C:20]([F:23])([F:22])[F:21])=[CH:18][CH:17]=[CH:16][N:15]=1.CCOC(C)=O.CCCCCC>C(N(CC)CC)C.Cl[Pd](Cl)([P](C1C=CC=CC=1)(C1C=CC=CC=1)C1C=CC=CC=1)[P](C1C=CC=CC=1)(C1C=CC=CC=1)C1C=CC=CC=1.[Cu]I>[F:21][C:20]([F:23])([F:22])[C:19]1[C:14]([C:2]#[C:1][C:3]2[CH:12]=[CH:11][C:10]3[C:5](=[CH:6][CH:7]=[CH:8][CH:9]=3)[N:4]=2)=[N:15][CH:16]=[CH:17][CH:18]=1 |f:2.3,^1:45,64|. Run at temperature 0 celsius, time 30 minute. Product: OC1C=2C=CC=CC2C2=NC(=C(N=C21)C#N)OC (9-hydroxy-3-methoxy-9H-indeno[1,2-b]pyrazine-2-carbonitrile). RXN SMILES: [O:1]=[C:2]1[C:14]2[C:9](=[N:10][C:11](C#N)=[C:12]([C:15]#[N:16])[N:13]=2)[C:8]2[CH:7]=[CH:6][CH:5]=[CH:4][C:3]1=2.[BH4-].[Na+].[OH2:21].[CH3:22]O>>[OH:1][CH:2]1[C:14]2[C:9](=[N:10][C:11]([O:21][CH3:22])=[C:12]([C:15]#[N:16])[N:13]=2)[C:8]2[CH:7]=[CH:6][CH:5]=[CH:4][C:3]1=2 |f:1.2|. Yield: 53.0%. Reactants: [BH4-].[Na+] (NaBH4), O=C1C=2C=CC=CC2C2=NC(=C(N=C21)C#N)C#N (9-oxo-9H-indeno[1,2-b]pyrazine-2,3-dicarbonitrile), CO (MeOH), O (water). Procedure details: To a suspension of 1 (150 mg, 0.646 mmol) in MeOH (6.5 ml), cooled at 0° C., NaBH4 (24 mg, 0.646 mmol) was added. After 30 min, water (5 ml) was added, MeOH was evaporated and the residue was extracted with CH2Cl2 (3×5 ml). The organic layers were dried over Na2SO4, filtered and evaporated. EtOH was added and the precipitate was collected by filtration affording 2 (82 mg, 53%) as white solid. Reactants: C(C1=CC=CC=C1)SC1=CN2CCC3=C(C(C2=N1)OC1CCN(CC1)C)C=CC=C3 (2-benzylsulfanyl-4-(1-methylpiperidin-4-yloxy)-9,10-dihydro-4H-3,10a-diaza-benzo[f]azulene), C(C(=O)O)(=O)O (oxalic acid). Run in CC(=O)C (acetone). Product: C(C(=O)O)(=O)O.C(C1=CC=CC=C1)SC1=CN2CCC3=C(C(C2=N1)OC1CCN(CC1)C)C=CC=C3 (2-benzylsulfanyl-4-(1-methylpiperidin-4-yloxy)-9,10-dihydro-4H-3,10a-diaza-benzo[f]azulene oxalate). As a reaction SMILES: [CH2:1]([S:8][C:9]1[N:18]=[C:17]2[N:11]([CH2:12][CH2:13][C:14]3[CH:30]=[CH:29][CH:28]=[CH:27][C:15]=3[CH:16]2[O:19][CH:20]2[CH2:25][CH2:24][N:23]([CH3:26])[CH2:22][CH2:21]2)[CH:10]=1)[C:2]1[CH:7]=[CH:6][CH:5]=[CH:4][CH:3]=1.[C:31]([OH:36])(=[O:35])[C:32]([OH:34])=[O:33]>CC(C)=O>[C:31]([OH:36])(=[O:35])[C:32]([OH:34])=[O:33].[CH2:1]([S:8][C:9]1[N:18]=[C:17]2[N:11]([CH2:12][CH2:13][C:14]3[CH:30]=[CH:29][CH:28]=[CH:27][C:15]=3[CH:16]2[O:19][CH:20]2[CH2:25][CH2:24][N:23]([CH3:26])[CH2:22][CH2:21]2)[CH:10]=1)[C:2]1[CH:3]=[CH:4][CH:5]=[CH:6][CH:7]=1 |f:3.4|. Procedure details: 2-benzylsulfanyl-4-(1-methylpiperidin-4-yloxy)-9,10-dihydro-4H-3,10a-diaza-benzo[f]azulene is dissolved in acetone (0.7 mL) and oxalic acid (1 equivalent) is added. Acetone is removed under reduced pressure to afford the product as an oxalate. The reactants are C#CCC(NC(=O)C12CC3CC(C1)CC(C(=O)OC)(C3)C2)C(=O)OC(C)(C)C, O=CO. Product: C#CCC(NC(=O)C12CC3CC(C1)CC(C(=O)OC)(C3)C2)C(=O)O. Reaction SMILES: [CH3:1][O:2][C:3](=[O:4])[C:5]12[CH2:6][C:7]3([C:15](=[O:16])[NH:17][CH:18]([C:19](=[O:20])[O:21][C:22]([CH3:23])([CH3:24])[CH3:25])[CH2:26][C:27]#[CH:28])[CH2:8][CH:9]([CH2:10][CH:11]([CH2:12]1)[CH2:13]3)[CH2:14]2.[CH:29]([OH:30])=[O:31]>>[CH3:1][O:2][C:3](=[O:4])[C:5]12[CH2:6][C:7]3([C:15](=[O:16])[NH:17][CH:18]([C:19](=[O:20])[OH:21])[CH2:26][C:27]#[CH:28])[CH2:8][CH:9]([CH2:10][CH:11]([CH2:12]1)[CH2:13]3)[CH2:14]2. Starting materials: OC(C#CC1=CC=C(C(=O)OC)C=C1)C1=CC=2C(CCC(C2C=C1)(C)C)(C)C (methyl 4-[3-hydroxy-3-(5,6,7,8-tetrahydro-5,5,8,8-tetramethyl-2-naphthyl)-1-propynyl]benzoate), [OH-].[Na+] (sodium hydroxide). The solvent is CO (methanol). Reaction conditions: time 8 hour. Yields the product OC(C#CC1=CC=C(C(=O)O)C=C1)C1=CC=2C(CCC(C2C=C1)(C)C)(C)C (4-[3-hydroxy-3-(5,6,7,8-tetrahydro-5,5,8,8-tetramethyl-2-naphthyl)-1-propynyl]benzoic acid). RXN SMILES: [OH:1][CH:2]([C:15]1[CH:24]=[CH:23][C:22]2[C:21]([CH3:26])([CH3:25])[CH2:20][CH2:19][C:18]([CH3:28])([CH3:27])[C:17]=2[CH:16]=1)[C:3]#[C:4][C:5]1[CH:14]=[CH:13][C:8]([C:9]([O:11]C)=[O:10])=[CH:7][CH:6]=1.[OH-].[Na+]>CO>[OH:1][CH:2]([C:15]1[CH:24]=[CH:23][C:22]2[C:21]([CH3:26])([CH3:25])[CH2:20][CH2:19][C:18]([CH3:28])([CH3:27])[C:17]=2[CH:16]=1)[C:3]#[C:4][C:5]1[CH:6]=[CH:7][C:8]([C:9]([OH:11])=[O:10])=[CH:13][CH:14]=1 |f:1.2|. Procedure details: 3.5 g (93 mmol) of methyl 4-[3-hydroxy-3-(5,6,7,8-tetrahydro-5,5,8,8-tetramethyl-2-naphthyl)-1-propynyl]benzoate, 200 ml of methanol and 20 ml of a methanolic sodium hydroxide solution (2N) were introduced into a round-bottomed flask. The reaction mixture was stirred at room temperature for 8 hours and evaporated and the residue was taken up in water and acidified with hydrochloric acid. Extraction was carried out with ethyl ether and the organic phase was separated by settling, dried over magne...